Dataset: the Open Reaction Database (ORD), a public repository of structured organic reaction records. Task: describe an organic reaction: reactants, conditions, products, and yield The reactants are C[Si](CCOCN1C=CC2=C1N=CN=C2C=2C=NN(C2)C2(CNC2)CC#N)(C)C (2-(3-(4-(7-((2-(Trimethylsilyl)ethoxy)methyl)-7H-pyrrolo[2,3-d]pyrimidin-4-yl)-1H-pyrazol-1-yl)azetidin-3-yl)acetonitrile), C(C)(C)N(C(C)C)CC (N, N-diisopropylethylamine), C1(CC1)S(=O)(=O)Cl (cyclopropanesulfonyl chloride). Run in O1CCCC1 (tetrahydrofuran). Conditions: temperature 2.5 celsius, time 10 minute. Product: C1(CC1)S(=O)(=O)N1CC(C1)(N1N=CC(=C1)C=1C2=C(N=CN1)N(C=C2)COCC[Si](C)(C)C)CC#N ({1-(Cyclopropylsulfonyl)-3-[4-(7-{[2-(trimethylsilyl)ethoxy]methyl}-7H-pyrrolo[2,3-d]pyrimidin-4-yl)-1H-pyrazol-1-yl]azetidin-3-yl}acetonitrile). Isolated yield 81.4%. RXN SMILES: [CH3:1][Si:2]([CH3:29])([CH3:28])[CH2:3][CH2:4][O:5][CH2:6][N:7]1[C:11]2[N:12]=[CH:13][N:14]=[C:15]([C:16]3[CH:17]=[N:18][N:19]([C:21]4([CH2:25][C:26]#[N:27])[CH2:24][NH:23][CH2:22]4)[CH:20]=3)[C:10]=2[CH:9]=[CH:8]1.C(N(CC)C(C)C)(C)C.[CH:39]1([S:42](Cl)(=[O:44])=[O:43])[CH2:41][CH2:40]1>O1CCCC1>[CH:39]1([S:42]([N:23]2[CH2:22][C:21]([CH2:25][C:26]#[N:27])([N:19]3[CH:20]=[C:16]([C:15]4[C:10]5[CH:9]=[CH:8][N:7]([CH2:6][O:5][CH2:4][CH2:3][Si:2]([CH3:28])([CH3:1])[CH3:29])[C:11]=5[N:12]=[CH:13][N:14]=4)[CH:17]=[N:18]3)[CH2:24]2)(=[O:44])=[O:43])[CH2:41][CH2:40]1. Reported procedure: To a oven dried 2 L round bottom flask equipped with the overhead stirring, a nitrogen inlet, a septa and a thermocouple was charged anhydrous tetrahydrofuran (THF, 800 mL), {3-[4-(7-{[2-(trimethylsilyl)ethoxy]methyl}-7H-pyrrolo[2,3-d]pyrimidin-4-yl)-1H-pyrazol-1-yl]azetidin-3-yl}acetonitrile (16, 38.6 g, 94.2 mmol) and N, N-diisopropylethylamine (DIEA, 22.0 mL, 126 mmol, 1.34 equiv) at room temperature. The resulting solution was then cooled to 0-5° C. before being charged with cyclopropanesulf... The reactants are [N+](=O)([O-])[O-].[K+] (Potassium nitrate), CN(CCNC1=C(C=CC=C1)OC)C (N,N-dimethyl-N'-(2-methoxyphenyl)ethylenediamine), C([O-])([O-])=O.[Na+].[Na+] (sodium carbonate). Solvent: S(O)(O)(=O)=O (sulphuric acid). Run at temperature 0 celsius. Product: CN(CCNC1=C(C=CC(=C1)[N+](=O)[O-])OC)C (N,N-Dimethyl-N'-(2-methoxy-5-nitrophenyl)ethylenediamine). Isolated yield 48.8%. As a reaction SMILES: [CH3:1][N:2]([CH3:14])[CH2:3][CH2:4][NH:5][C:6]1[CH:11]=[CH:10][CH:9]=[CH:8][C:7]=1[O:12][CH3:13].[N+:15]([O-])([O-:17])=[O:16].[K+].C(=O)([O-])[O-].[Na+].[Na+]>S(=O)(=O)(O)O>[CH3:1][N:2]([CH3:14])[CH2:3][CH2:4][NH:5][C:6]1[CH:11]=[C:10]([N+:15]([O-:17])=[O:16])[CH:9]=[CH:8][C:7]=1[O:12][CH3:13] |f:1.2,3.4.5|. Procedure: N,N-dimethyl-N'-(2-methoxyphenyl)ethylenediamine (D18, 1.5 g, 0.0077 mole) was dissolved in 5N sulphuric acid (0.86 ml) and the water was removed in vacuo. Conc. H2SO4 (6.5 ml) was added and the mixture stirred until homogeneous, then cooled to 0° C. Potassium nitrate (1.01 g, 0.01 mole) was added portionwise, maintaining the temperature below 10° C., and the mixture was stirred at room temperature for 4 hours. The reaction mixture was poured onto ice (150 ml) and made slightly alkaline by addit... The reactants are C(C)(C)(C)C1=C(C(=CC(=C1)C)C(C)(C)C)O (2,6-ditert.butyl-4-methylphenol), C(C)=O (acetaldehyde). The reagents and catalysts are S(O)(O)(=O)=O (sulfuric acid). Run at time 1 hour. The product is CC=1C=C(C(=C(C1)C(C)C1=C(C(=CC(=C1)C)C(C)(C)C)O)O)C(C)(C)C (1,1,-bis-(5-methyl-3-tert.butyl-2-hydroxyphenyl)ethane). The yield is 70.4%. RXN SMILES: [C:1]([C:5]1[CH:10]=[C:9]([CH3:11])[CH:8]=[C:7]([C:12]([CH3:15])([CH3:14])[CH3:13])[C:6]=1[OH:16])([CH3:4])(C)C.[CH:17](=[O:19])[CH3:18]>S(=O)(=O)(O)O>[CH3:11][C:9]1[CH:8]=[C:7]([C:12]([CH3:13])([CH3:14])[CH3:15])[C:6]([OH:16])=[C:5]([CH:1]([C:18]2[CH:1]=[C:5]([CH3:10])[CH:6]=[C:7]([C:12]([CH3:15])([CH3:14])[CH3:13])[C:17]=2[OH:19])[CH3:4])[CH:10]=1. Procedure: Into the reactor described in the foregoing Example 1 there are charged 220 g (1.0 g-mol) of 2,6-ditert.butyl-4-methylphenol, 2.2 g of sulfuric acid and 44 g (1 g-mol) of acetaldehyde are fed into the reactor for one hour at the temperature of 125° C. On completion of the reaction, the reaction mass is treated following the procedure described in the foregoing Example 1 to give 124.6 g of 1,1,-bis-(5-methyl-3-tert.butyl-2-hydroxyphenyl)ethane which constitutes 96.4% of theory, as calculated for ...